Dataset: the Open Reaction Database (ORD), a public repository of structured organic reaction records. Task: describe an organic reaction: reactants, conditions, products, and yield Product: C(C1=CC=CC=C1)(C1=CC=CC=C1)N (benzhydrylamine). As a reaction SMILES: C[O-].[Na+].CO.[N+](C1C=CC(S([NH:18][CH:19]([C:26]2[CH:31]=[CH:30][CH:29]=[CH:28][CH:27]=2)[C:20]2[CH:25]=[CH:24][CH:23]=[CH:22][CH:21]=2)(=O)=O)=CC=1)([O-])=O.Cl>C(COC)OC>[CH:19]([NH2:18])([C:26]1[CH:27]=[CH:28][CH:29]=[CH:30][CH:31]=1)[C:20]1[CH:25]=[CH:24][CH:23]=[CH:22][CH:21]=1 |f:0.1.2|. Run at time 40 hour. Solvent: C(OC)COC (dimethoxyethane), C(OC)COC (dimethoxyethane). Reported procedure: A 28% sodium methoxide/methanol solution (0.34 ml; 1.51 molar equivalents) was added to a solution of N-(4-nitrobenzenesulfonyl)benzhydrylamine (402.0 mg) in dry dimethoxyethane (3 ml) at room temperature in a nitrogen atmosphere, followed by stirring for 7 hours at room temperature and for 40 hours under heating at 46 to 49° C. On the way, dry dimethoxyethane (3 ml) was further added after 7 hours, and a 28% sodium methoxide/methanol solution (0.34 ml; 1.51 molar equivalents) was further added ... Yield: 95.6%. Starting materials: C[O-].[Na+].CO (sodium methoxide methanol), Cl (hydrochloric acid), C[O-].[Na+].CO (sodium methoxide methanol), [N+](=O)([O-])C1=CC=C(C=C1)S(=O)(=O)NC(C1=CC=CC=C1)C1=CC=CC=C1 (N-(4-nitrobenzenesulfonyl)benzhydrylamine). The reactants are C(C)S(=O)(=O)N1C[C@H](CCC1)NC=1SC2=C(N1)C=CC(=C2)O ((S)-2-(1-(ethylsulfonyl)piperidin-3-ylamino)benzo[d]thiazol-6-ol), C([O-])([O-])=O.[Cs+].[Cs+] (cesium carbonate), ClC1=NC=CC(=C1)F (2-chloro-4-fluoropyridine). Run in O (water), C(C)(=O)OCC (ethyl acetate), CN1CCCC1=O (NMP). Conditions: temperature 60 celsius, time 17 hour. The product is ClC1=NC=CC(=C1)OC1=CC2=C(N=C(S2)N[C@@H]2CN(CCC2)S(=O)(=O)CC)C=C1 ((S)-6-(2-chloropyridin-4-yloxy)-N-(1-(ethylsulfonyl)piperidin-3-yl)benzo[d]thiazol-2-amine). Reaction SMILES: [CH2:1]([S:3]([N:6]1[CH2:11][CH2:10][CH2:9][C@H:8]([NH:12][C:13]2[S:14][C:15]3[CH:21]=[C:20]([OH:22])[CH:19]=[CH:18][C:16]=3[N:17]=2)[CH2:7]1)(=[O:5])=[O:4])[CH3:2].C(=O)([O-])[O-].[Cs+].[Cs+].[Cl:29][C:30]1[CH:35]=[C:34](F)[CH:33]=[CH:32][N:31]=1>CN1C(=O)CCC1.O.C(OCC)(=O)C>[Cl:29][C:30]1[CH:35]=[C:34]([O:22][C:20]2[CH:19]=[CH:18][C:16]3[N:17]=[C:13]([NH:12][C@H:8]4[CH2:9][CH2:10][CH2:11][N:6]([S:3]([CH2:1][CH3:2])(=[O:4])=[O:5])[CH2:7]4)[S:14][C:15]=3[CH:21]=2)[CH:33]=[CH:32][N:31]=1 |f:1.2.3|. Reported procedure: To a mixture of (S)-2-(1-(ethylsulfonyl)piperidin-3-ylamino)benzo[d]thiazol-6-ol (1.15 g, 3.37 mmol) and cesium carbonate (2.20 g, 6.74 mmole) in 12 ml of NMP was added 2-chloro-4-fluoropyridine (532 mg, 4.05 mmol). The reaction mixture was stirred at 60° C. for 17 hours. The reaction mixture was diluted with water (100 ml) and ethyl acetate (100 ml). The separated organic layer was washed with water (3×50 ml), saturated sodium bicarbonate solution (3×50 ml), water (50 ml), brine (100 ml) and dr... The reactants are ClC1=C(C(=O)OC2CCCC2)C=C(C(=C1)F)N1C(NC(=CC1=O)C(F)(F)F)=O (cyclopentyl 2-chloro-5-[3.6-dihydro-2,6-dioxo-4-trifluoromethyl-1(2H)-pyrimidinyl]-4-fluorobenzoate), C([O-])(O)=O.[K+] (potassium bicarbonate), S(=O)(=O)(OCC)OCC (diethyl sulphate). Run in CC(=O)C (acetone). Yields the product ClC1=C(C(=O)OC2CCCC2)C=C(C(=C1)F)N1C(N(C(=CC1=O)C(F)(F)F)CC)=O (cyclopentyl 2-chloro-5-[3-ethyl-3,6-dihydro-2,6-dioxo-4-trifluoromethyl-1(2H)-pyrimidinyl]-4-fluorobenzoate). Reaction SMILES: [Cl:1][C:2]1[CH:15]=[C:14]([F:16])[C:13]([N:17]2[C:22](=[O:23])[CH:21]=[C:20]([C:24]([F:27])([F:26])[F:25])[NH:19][C:18]2=[O:28])=[CH:12][C:3]=1[C:4]([O:6][CH:7]1[CH2:11][CH2:10][CH2:9][CH2:8]1)=[O:5].C(=O)(O)[O-].[K+].S(OCC)(O[CH2:38][CH3:39])(=O)=O>CC(C)=O>[Cl:1][C:2]1[CH:15]=[C:14]([F:16])[C:13]([N:17]2[C:22](=[O:23])[CH:21]=[C:20]([C:24]([F:25])([F:26])[F:27])[N:19]([CH2:38][CH3:39])[C:18]2=[O:28])=[CH:12][C:3]=1[C:4]([O:6][CH:7]1[CH2:8][CH2:9][CH2:10][CH2:11]1)=[O:5] |f:1.2|. Procedure details: 4.5 g of cyclopentyl 2-chloro-5-[3.6-dihydro-2,6-dioxo-4-trifluoromethyl-1(2H)-pyrimidinyl]-4-fluorobenzoate, 2.1 g of potassium bicarbonate and 1.5 ml of diethyl sulphate are heated at reflux temperature in 50 ml of acetone for 4 hours. Subsequently. the solvent is distilled off and the residue is partitioned in 150 ml of diethyl ether and 150 ml of water. The aqueous phase is extracted with a further 150 ml of diethyl ether and the combined organic phases are washed twice with 150 ml of water ... The reactants are C(C)OC(C(F)(F)F)=O (trifluoroacetic acid ethyl ester), [O-]CC.[Na+] (sodium ethoxide), Cl (hydrochloric acid), COC1=CC(=C(C=C1C)C(C)=O)C (1-(4-methoxy-2,5-dimethyl-phenyl)-ethanone). Solvent: C(C)O (ethanol), O1CCCC1 (tetrahydrofuran), O (water). Product: FC(C(CC(=O)C1=C(C=C(C(=C1)C)OC)C)=O)(F)F (4,4,4-trifluoro-1-(4-methoxy-2,5-dimethyl-phenyl)-butane-1,3-dione). Isolated yield 88.4%. RXN SMILES: [CH3:1][O:2][C:3]1[C:8]([CH3:9])=[CH:7][C:6]([C:10](=[O:12])[CH3:11])=[C:5]([CH3:13])[CH:4]=1.C([O:16][C:17](=O)[C:18]([F:21])([F:20])[F:19])C.[O-]CC.[Na+].Cl>C(O)C.O.O1CCCC1>[F:19][C:18]([F:21])([F:20])[C:17](=[O:16])[CH2:11][C:10]([C:6]1[CH:7]=[C:8]([CH3:9])[C:3]([O:2][CH3:1])=[CH:4][C:5]=1[CH3:13])=[O:12] |f:2.3|. Procedure: At room temperature, to a mixture of 1-(4-methoxy-2,5-dimethylphenyl)-ethanone (described in Reference Preparation example 82) 5 g and tetrahydrofuran 200 ml was added trifluoroacetic acid ethyl ester 7.9 g and 20% sodium ethoxide solution in ethanol 19 g. The resulting mixture was stirred with heating under reflux for seven hours, and then to the reaction mixture was added water 70 ml, and the resulting mixture was acidified with 6N aqueous hydrochloric acid solution. The resulting mixture was ... The reactants are C(C)(C)N(CC)C(C)C (Diisopropylethylamine), CN(C)C(=[N+](C)C)ON1C2=C(C=CC=C2)N=N1.[B-](F)(F)(F)F (TBTU), C1(=CC=CC=C1)C=1N=C2N(C=CC(=N2)NC(=O)C2=C(NN=N2)C(=O)O)C1 (5-(2-phenyl-imidazo[1,2-a]pyrimidin-7-ylcarbamoyl)-3H-[1,2,3]triazole-4-carboxylic acid), N1CCC1 (Azetidine). Solvent: O.CC#N (H2O CH3CN), O.CC#N (H2O CH3CN), O.CC#N (H2O CH3CN), O.CC#N (H2O CH3CN), O.CC#N (H2O CH3CN), CN(C)C=O (DMF). Reaction conditions: time 30 minute. Product: C1(=CC=CC=C1)C=1N=C2N(C=CC(=N2)NC(=O)C=2N=NNC2C(=O)N2CCC2)C1 (5-(Azetidine-1-carbonyl)-1H-[1,2,3]triazole-4-carboxylic acid (2-phenyl-imidazo[1,2-a]pyrimidin-7-yl)-amide). Isolated yield 28.0%. Reaction SMILES: C([N:4]([CH:7]([CH3:9])C)[CH2:5]C)(C)C.CN(C(ON1N=NC2C=CC=CC1=2)=[N+](C)C)C.[B-](F)(F)(F)F.[C:32]1([C:38]2[N:39]=[C:40]3[N:45]=[C:44]([NH:46][C:47]([C:49]4[N:53]=[N:52][NH:51][C:50]=4[C:54]([OH:56])=O)=[O:48])[CH:43]=[CH:42][N:41]3[CH:57]=2)[CH:37]=[CH:36][CH:35]=[CH:34][CH:33]=1.N1CCC1>CN(C=O)C.O.CC#N>[C:32]1([C:38]2[N:39]=[C:40]3[N:45]=[C:44]([NH:46][C:47]([C:49]4[N:53]=[N:52][NH:51][C:50]=4[C:54]([N:4]4[CH2:5][CH2:9][CH2:7]4)=[O:56])=[O:48])[CH:43]=[CH:42][N:41]3[CH:57]=2)[CH:37]=[CH:36][CH:35]=[CH:34][CH:33]=1 |f:1.2,6.7|. Procedure details: Diisopropylethylamine (89 mg, 0.69 mmol) and TBTU (88 mg, 0.27 mmol) were added to a solution of 5-(2-phenyl-imidazo[1,2-a]pyrimidin-7-ylcarbamoyl)-3H-[1,2,3]triazole-4-carboxylic acid (80 mg, 0.23 mmol) in DMF (1 ml), and the dark brown solution was stirred for 30 min at RT. Azetidine (39 mg, 0.68 mmol) was added, and the mixture was stirred at RT overnight. The title compound (25 mg, 28%) was obtained from the reaction mixture by preparative HPLC (254 nm, Agilent Zorbax XdB-C18, Run: 7 min, Fl... Starting materials: CC(C)(C)[SiH2]OC(C)(C)c1cccc(-c2ccc3cnc(O)nn23)c1, Nc1ccc2nc[nH]c2c1. Yields the product CC(C)(C)[SiH2]OC(C)(C)c1cccc(-c2ccc3cnc(Nc4ccc5nc[nH]c5c4)nn23)c1. Reaction SMILES: [C:1]([CH3:2])([CH3:3])([CH3:4])[SiH2:5][O:6][C:7]([c:8]1[cH:9][c:10](-[c:14]2[cH:15][cH:16][c:17]3[cH:18][n:19][c:20]([OH:23])[n:21][n:22]23)[cH:11][cH:12][cH:13]1)([CH3:24])[CH3:25].[n:26]1[cH:27][nH:28][c:29]2[c:30]1[cH:31][cH:32][c:33]([NH2:35])[cH:34]2>>[C:1]([CH3:2])([CH3:3])([CH3:4])[SiH2:5][O:6][C:7]([c:8]1[cH:9][c:10](-[c:14]2[cH:15][cH:16][c:17]3[cH:18][n:19][c:20]([NH:35][c:33]4[cH:32][cH:31][c:30]5[n:26][cH:27][nH:28][c:29]5[cH:34]4)[n:21][n:22]23)[cH:11][cH:12][cH:13]1)([CH3:24])[CH3:25].